Dataset: the Open Reaction Database (ORD), a public repository of structured organic reaction records. Task: describe an organic reaction: reactants, conditions, products, and yield Reactants: C1(=C(C=CC=C1)N)N (o-phenylene diamine), C1(=C(C=CC=C1)N)N (o-phenylene diamine), ClC1(C2=CC=CC=C2C=2C=CC=CC12)Cl (9,9-dichlorofluorene). Reaction conditions: temperature 105 celsius, time 4 hour. The product is NC=1C=C(C=CC1N)C1(C2=CC=CC=C2C=2C=CC=CC12)C1=CC(=C(C=C1)N)N (9,9-bis(3,4-diaminophenyl)fluorene). Reaction SMILES: [C:1]1([NH2:8])[CH:6]=[CH:5][CH:4]=[CH:3][C:2]=1[NH2:7].Cl[C:10]1(Cl)[C:22]2[CH:21]=[CH:20][CH:19]=[CH:18][C:17]=2[C:16]2[C:11]1=[CH:12][CH:13]=[CH:14][CH:15]=2>>[NH2:7][C:2]1[CH:3]=[C:4]([C:10]2([C:5]3[CH:4]=[CH:3][C:2]([NH2:7])=[C:1]([NH2:8])[CH:6]=3)[C:22]3[CH:21]=[CH:20][CH:19]=[CH:18][C:17]=3[C:16]3[C:11]2=[CH:12][CH:13]=[CH:14][CH:15]=3)[CH:5]=[CH:6][C:1]=1[NH2:8]. Procedure details: Into a three-necked 100 mL round-bottomed flask is placed o-phenylene diamine (26 g). The flask is then equipped with a drying tube, magnetic stirbar, thermometer, powder addition funnel, and nitrogen inlet. The o-phenylene diamine is then stirred and heated to 105° C. and solid 9,9-dichlorofluorene is added to the melt. An immediate reaction occur s as evidenced by a color change to dark brown, formation of a copious precipitate and an increase in temperature to 110°-120° C. The temperature is ... The reactants are CC12S[C@H]3N(C1(C(=O)OCC(Cl)(Cl)Cl)C2)C(C3NC(CC3=NSN=C3)=O)=O (2,2,2-trichloroethyl 2-methyl-2,3-methylene-6-{2-(1,2,5-thiadiazol-3-yl)acetamido}-penam-3-carboxylate), [Br-].[Al+3].[Br-].[Br-] (aluminum bromide). Run in ClCCl (dichloromethane), ClCCl (dichloromethane). Run at time 2 hour. Product: CC1S[C@H]2N(C(=C1)C(=O)OCC(Cl)(Cl)Cl)C(C2NC(CC2=NSN=C2)=O)=O (2,2,2-trichloroethyl 2-methyl-7-{2-(1,2,5-thiadiazol-3-yl)acetamido}-3-cephem-4-carboxylate). The yield is 80.0%. As a reaction SMILES: [CH3:1][C:2]12[CH2:15][C:6]1([C:7]([O:9][CH2:10][C:11]([Cl:14])([Cl:13])[Cl:12])=[O:8])[N:5]1[C:16](=[O:27])[CH:17]([NH:18][C:19](=[O:26])[CH2:20][C:21]3[CH:25]=[N:24][S:23][N:22]=3)[C@H:4]1[S:3]2.[Br-].[Al+3].[Br-].[Br-]>ClCCl>[CH3:1][CH:2]1[CH:15]=[C:6]([C:7]([O:9][CH2:10][C:11]([Cl:13])([Cl:14])[Cl:12])=[O:8])[N:5]2[C:16](=[O:27])[CH:17]([NH:18][C:19](=[O:26])[CH2:20][C:21]3[CH:25]=[N:24][S:23][N:22]=3)[C@H:4]2[S:3]1 |f:1.2.3.4|. Reported procedure: A solution of 2,2,2-trichloroethyl 2-methyl-2,3-methylene-6-{2-(1,2,5-thiadiazol-3-yl)acetamido}-penam-3-carboxylate (16.5 g.) in dried dichloromethane (100 ml.) was gradually dropwise added to a solution of aluminum bromide (17.5 g.) in dichloromethane (100 ml.) at below -10° C. Then, the mixture was stirred for 2 hours at below 0° C. and stirred for further 2 hours at room temperature. After the reaction, the reaction mixture was washed in turn with 2% hydrochloric acid (100 ml.) twice, a satu... The reactants are CC(=O)O, CCOCCl, [H-], CCCC1=C(C(=O)OCC)C(c2cccc([N+](=O)[O-])c2)C(C(=O)OCC)=C(CCC)N1, [Na+], C1CCOC1. Yields the product CCCC1=C(C(=O)OCC)C(c2cccc([N+](=O)[O-])c2)C(C(=O)OCC)=C(CCC)N1COCC. RXN SMILES: [CH3:44][C:45](=[O:46])[OH:47].[Cl:39][CH2:40][O:41][CH2:42][CH3:43].[H-:37].[N+:6](=[O:7])([O-:8])[c:9]1[cH:10][c:11]([CH:15]2[C:16]([C:32](=[O:33])[O:34][CH2:35][CH3:36])=[C:17]([CH2:29][CH2:30][CH3:31])[NH:18][C:19]([CH2:26][CH2:27][CH3:28])=[C:20]2[C:21](=[O:22])[O:23][CH2:24][CH3:25])[cH:12][cH:13][cH:14]1.[Na+:38].[O:1]1[CH2:2][CH2:3][CH2:4][CH2:5]1>>[O:1]([CH2:2][CH3:3])[CH2:5][N:18]1[C:17]([CH2:29][CH2:30][CH3:31])=[C:16]([C:32](=[O:33])[O:34][CH2:35][CH3:36])[CH:15]([c:11]2[cH:10][c:9]([N+:6](=[O:7])[O-:8])[cH:14][cH:13][cH:12]2)[C:20]([C:21](=[O:22])[O:23][CH2:24][CH3:25])=[C:19]1[CH2:26][CH2:27][CH3:28]. As a reaction SMILES: [F:1][C:2]1[CH:3]=[CH:4][C:5]2[S:9][C:8]([N:10]=[C:11]=[O:12])=[N:7][C:6]=2[CH:13]=1.[Cl:14][CH2:15][NH:16][CH2:17][CH:18]=[O:19]>C1C=CC=CC=1>[Cl:14][CH2:15][N:16]([CH2:17][CH:18]=[O:19])[C:11]([NH:10][C:8]1[S:9][C:5]2[CH:4]=[CH:3][C:2]([F:1])=[CH:13][C:6]=2[N:7]=1)=[O:12]. The solvent is C1=CC=CC=C1 (benzene). Reactants: FC=1C=CC2=C(N=C(S2)N=C=O)C1 (5-Fluorobenzothiazol-2-yl isocyanate), dimethyl acetal, ClCNCC=O (2-chloromethylaminoacetaldehyde). Procedure: 5-Fluorobenzothiazol-2-yl isocyanate dimer (0.1 mole), the dimethyl acetal of 2-chloromethylaminoacetaldehyde (0.2 mole) and benzene (100 ml) are charged into a glass reaction vessel equipped with a mechanical stirrer and thermometer. The reaction mixture is stirred at ambient temperatures for a period of about one hour. After this time the reaction mixture is filtered, and the filtrate is stripped of solvent to yield the desired product the dimethyl acetal of 2-[1-chloromethyl-3-(5-fluorobenzot... Run at time 1 hour. Product: dimethyl acetal, ClCN(C(=O)NC=1SC2=C(N1)C=C(C=C2)F)CC=O (2-[1-chloromethyl-3-(5-fluorobenzothiazol-2-yl)ureido]acetaldehyde).